This data is from the Open Reaction Database (ORD), a public repository of structured organic reaction records. The task is: describe an organic reaction: reactants, conditions, products, and yield Run at time 2 day. As a reaction SMILES: [Cl:1][C:2]1[CH:3]=[C:4]2[C:10]([C:11]3[N:16]=[C:15]([NH:17][C@H:18]4[CH2:23][CH2:22][CH2:21][C@@:20]([CH3:28])([C:24]([O:26]C)=[O:25])[CH2:19]4)[C:14]([F:29])=[CH:13][N:12]=3)=[CH:9][NH:8][C:5]2=[N:6][CH:7]=1.O.[Li+].[OH-]>CO>[Cl:1][C:2]1[CH:3]=[C:4]2[C:10]([C:11]3[N:16]=[C:15]([NH:17][C@H:18]4[CH2:23][CH2:22][CH2:21][C@@:20]([CH3:28])([C:24]([OH:26])=[O:25])[CH2:19]4)[C:14]([F:29])=[CH:13][N:12]=3)=[CH:9][NH:8][C:5]2=[N:6][CH:7]=1 |f:2.3|. Starting materials: ClC=1C=C2C(=NC1)NC=C2C2=NC=C(C(=N2)N[C@@H]2C[C@@](CCC2)(C(=O)OC)C)F ((1R,3S)-methyl 3-(2-(5-chloro-1H-pyrrolo[2,3-b]pyridin-3-yl)-5-fluoropyrimidin-4-ylamino)-1-methylcyclohexanecarboxylate), ClC=1C=C2C(=NC1)NC=C2C2=NC=C(C(=N2)N[C@@H]2C[C@@](CCC2)(C(=O)OC)C)F ((1R,3S)-methyl 3-(2-(5-chloro-1H-pyrrolo[2,3-b]pyridin-3-yl)-5-fluoropyrimidin-4-ylamino)-1-methylcyclohexanecarboxylate), O (water), [Li+].[OH-] (LiOH). Solvent: CO (MeOH). The product is ClC=1C=C2C(=NC1)NC=C2C2=NC=C(C(=N2)N[C@@H]2C[C@@](CCC2)(C(=O)O)C)F ((1R,3S)-3-(2-(5-chloro-1H-pyrrolo[2,3-b]pyridin-3-yl)-5-fluoropyrimidin-4-ylamino)-1-methylcyclohexanecarboxylic acid). Procedure details: To a solution of (1R,3S)-methyl 3-(2-(5-chloro-1H-pyrrolo[2,3-b]pyridin-3-yl)-5-fluoropyrimidin-4-ylamino)-1-methylcyclohexanecarboxylate, 52j, (0.035 g, 0.083 mmol) dissolved in MeOH (5 mL) and water (1 mL) was added LiOH (0.004 g, 0.168 mmol). The reaction was allowed to stir for 2 days at room temperature and then concentrated to dryness. The residue was washed with ethanol. The combined ethanol washings were concentrated in vacuo, yielding 30 mg of desired product as an off white solid. Starting materials: CC#N, CCOC(C)=O, FC(F)(F)C1CO1, O=S(=O)([O-])C(F)(F)F, O=S(=O)([O-])C(F)(F)F, O=S(=O)([O-])C(F)(F)F, FC(F)C(F)(F)Oc1cccc(CNc2cccc(Oc3ccccc3)c2)c1, O, [Yb+3]. Product: OC(CN(Cc1cccc(OC(F)(F)C(F)F)c1)c1cccc(Oc2ccccc2)c1)C(F)(F)F. As a reaction SMILES: [CH3:61][C:62]#[N:63].[CH3:65][CH2:66][O:67][C:68](=[O:69])[CH3:70].[F:29][C:30]([CH:31]1[CH2:32][O:33]1)([F:34])[F:35].[F:36][C:37]([F:38])([F:39])[S:40]([O-:41])(=[O:42])=[O:43].[F:45][C:46]([F:47])([F:48])[S:49]([O-:50])(=[O:51])=[O:52].[F:53][C:54]([F:55])([F:56])[S:57]([O-:58])(=[O:59])=[O:60].[O:1]([c:2]1[cH:3][cH:4][cH:5][cH:6][cH:7]1)[c:8]1[cH:9][c:10]([NH:14][CH2:15][c:16]2[cH:17][c:18]([O:22][C:23]([CH:24]([F:25])[F:26])([F:27])[F:28])[cH:19][cH:20][cH:21]2)[cH:11][cH:12][cH:13]1.[OH2:64].[Yb+3:44]>>[O:1]([c:2]1[cH:3][cH:4][cH:5][cH:6][cH:7]1)[c:8]1[cH:9][c:10]([N:14]([CH2:15][c:16]2[cH:17][c:18]([O:22][C:23]([CH:24]([F:25])[F:26])([F:27])[F:28])[cH:19][cH:20][cH:21]2)[CH2:32][CH:31]([C:30]([F:29])([F:34])[F:35])[OH:33])[cH:11][cH:12][cH:13]1.